This data is from the Open Reaction Database (ORD), a public repository of structured organic reaction records. The task is: describe an organic reaction: reactants, conditions, products, and yield Starting materials: ClC=1N=C2N(C=CC=C2)C1S(=O)(=O)Cl (2-chloroimidazo[1,2-a]pyridine- 3-sulfonyl chloride), N (ammonia). The solvent is C(C)#N (acetonitrile). Run at time 2 hour. The product is ClC=1N=C2N(C=CC=C2)C1S(=O)(=O)N (2-Chloroimidazo[1,2-a]pyridine-3-sulfonamide). Reaction SMILES: [Cl:1][C:2]1[N:3]=[C:4]2[CH:9]=[CH:8][CH:7]=[CH:6][N:5]2[C:10]=1[S:11](Cl)(=[O:13])=[O:12].[NH3:15]>C(#N)C>[Cl:1][C:2]1[N:3]=[C:4]2[CH:9]=[CH:8][CH:7]=[CH:6][N:5]2[C:10]=1[S:11]([NH2:15])(=[O:13])=[O:12]. Reported procedure: A solution of 4.6 g of 2-chloroimidazo[1,2-a]pyridine- 3-sulfonyl chloride in 60 ml of acetonitrile is added to 60 ml of aqueous ammonia under cooling and the mixture is stirred at room temperature for 2 hours. The acetonitrile is distilled off under reduced pressure and the resulting crystals are collected by filtration and washed with water to give 3.8 g of the title compound. Recrystallization from dilute ethanol gives colorless needles. Reactants: Cl (hydrochloric acid), C(C#C)NC(=O)NC1=CC(=CC=C1)C(F)(F)F (1-prop-2-yn-1-yl-3-[3-(trifluoromethyl)phenyl]urea), C(C#C)NC(=O)NC1=CC(=CC=C1)C(F)(F)F (1-prop-2-yn-1-yl-3-[3-(trifluoromethyl)phenyl]urea), [H-].[Na+] (sodium hydride). The solvent is [Cl-].[Na+].O (brine), C1CCOC1 (THF), C(C)#N (acetonitrile), C1CCOC1 (THF). Run at time 2.5 hour. Yields the product CC1=CNC(N1C1=CC(=CC=C1)C(F)(F)F)=O (5-Methyl-1-[3-(trifluoromethyl)phenyl]-1,3-dihydro-2H-imidazol-2-one). The yield is 89.8%. Reaction SMILES: [CH2:1]([NH:4][C:5]([NH:7][C:8]1[CH:13]=[CH:12][CH:11]=[C:10]([C:14]([F:17])([F:16])[F:15])[CH:9]=1)=[O:6])[C:2]#[CH:3].[H-].[Na+].Cl>C1COCC1.C(#N)C.[Cl-].[Na+].O>[CH3:3][C:2]1[N:7]([C:8]2[CH:13]=[CH:12][CH:11]=[C:10]([C:14]([F:15])([F:16])[F:17])[CH:9]=2)[C:5](=[O:6])[NH:4][CH:1]=1 |f:1.2,6.7.8|. Reported procedure: A solution of 1-prop-2-yn-1-yl-3-[3-(trifluoromethyl)phenyl]urea (intermediate 1) (11.2 g, 46 mmol) in THF (60 mL) and acetonitrile (120 mL) was added, under a nitrogen atmosphere, to a stirred suspension of sodium hydride (60% dispersion in mineral oil) (4.62 g, 115 mmol) in THF (60 mL) at such a rate that gas evolution was not over-vigorous and the internal temperature remained below 30° C. The mixture was stirred at RT for 2.5 h, a thick precipitate having formed within 1 h. The reaction mixt... Starting materials: C1(=CC=CC=C1)/C(/C(=O)NC1[C@@H]2N(C(=C([C@H](S2)C)C=NOC)C(=O)OC(C2=CC=CC=C2)C2=CC=CC=C2)C1=O)=N/OC (diphenylmethyl 7-[2-phenyl-(Z)-2-methoxyiminoacetamido]-2α-methyl-3-methoxyiminomethylceph-3-em-4-carboxylate). Run in C1(=CC=CC=C1)OC (anisole), C(=O)(C(F)(F)F)O (CF3COOH). Product: C1(=CC=CC=C1)/C(/C(=O)NC1[C@@H]2N(C(=C([C@H](S2)C)C=NOC)C(=O)O)C1=O)=N/OC (7-[2-phenyl-(Z)-2-methoxyiminoacetamido]-2α-methyl-3-methoxyiminomethylceph-3-em-4-carboxylic acid). The yield is 53.7%. Reaction SMILES: [C:1]1(/[C:7](=[N:41]/[O:42][CH3:43])/[C:8]([NH:10][CH:11]2[C:39](=[O:40])[N:13]3[C:14]([C:23]([O:25]C(C4C=CC=CC=4)C4C=CC=CC=4)=[O:24])=[C:15]([CH:19]=[N:20][O:21][CH3:22])[C@@H:16]([CH3:18])[S:17][C@H:12]23)=[O:9])[CH:6]=[CH:5][CH:4]=[CH:3][CH:2]=1>C1(OC)C=CC=CC=1.C(O)(C(F)(F)F)=O>[C:1]1(/[C:7](=[N:41]/[O:42][CH3:43])/[C:8]([NH:10][CH:11]2[C:39](=[O:40])[N:13]3[C:14]([C:23]([OH:25])=[O:24])=[C:15]([CH:19]=[N:20][O:21][CH3:22])[C@@H:16]([CH3:18])[S:17][C@H:12]23)=[O:9])[CH:6]=[CH:5][CH:4]=[CH:3][CH:2]=1. Procedure details: A solution of 294 mg of diphenylmethyl 7-[2-phenyl-(Z)-2-methoxyiminoacetamido]-2α-methyl-3-methoxyiminomethylceph-3-em-4-carboxylate in 0.3 ml of anisole and 10 ml of CF3COOH was stirred at room temperature for 20 minutes. After distilling off the CF3COOH under reduced pressure, the residue was dissolved in AcOEt and then transferred into 5% aqueous NaHCO3. The water layer was adjusted to pH 2.0 with 5% H3PO4 added, and extracted again with AcOEt. The AcOEt layer was washed with H2O and saturat... The product is CCCCN(CCCC)c1ncnc2c(N3CCS(=O)CC3)nc(NCCO)nc12. Starting materials: CCCCN(CCCC)c1ncnc2c(N3CCS(=O)CC3)nc(Cl)nc12, NCCO. As a reaction SMILES: [Cl:1][c:2]1[n:3][c:4]([N:21]2[CH2:22][CH2:23][S:24](=[O:27])[CH2:25][CH2:26]2)[c:5]2[c:6]([n:7]1)[c:8]([N:12]([CH2:13][CH2:14][CH2:15][CH3:16])[CH2:17][CH2:18][CH2:19][CH3:20])[n:9][cH:10][n:11]2.[OH:28][CH2:29][CH2:30][NH2:31]>>[c:2]1([NH:31][CH2:30][CH2:29][OH:28])[n:3][c:4]([N:21]2[CH2:22][CH2:23][S:24](=[O:27])[CH2:25][CH2:26]2)[c:5]2[c:6]([n:7]1)[c:8]([N:12]([CH2:13][CH2:14][CH2:15][CH3:16])[CH2:17][CH2:18][CH2:19][CH3:20])[n:9][cH:10][n:11]2. Reactants: O (water), BrC=1C=CC(=C(C1)C(C(F)(F)F)=O)F (1-(5-bromo-2-fluorophenyl)-2,2,2-trifluoroethanone), C(=O)([O-])[O-].[K+].[K+] (K2CO3), CC1=NNC=C1 (3-methyl-1H-pyrazole). Run in CCOC(=O)C (EtOAc), C1(=CC=CC=C1)C (toluene). Reaction conditions: temperature 110 celsius. Product: BrC=1C=CC(=C(C1)C(C(F)(F)F)=O)N1N=C(C=C1)C (1-[5-bromo-2-(3-methyl-pyrazol-1-yl)-phenyl]-2,2,2-trifluoroethanone). As a reaction SMILES: [Br:1][C:2]1[CH:3]=[CH:4][C:5](F)=[C:6]([C:8](=[O:13])[C:9]([F:12])([F:11])[F:10])[CH:7]=1.C([O-])([O-])=O.[K+].[K+].[CH3:21][C:22]1[CH:26]=[CH:25][NH:24][N:23]=1.O>C1(C)C=CC=CC=1.CCOC(C)=O>[Br:1][C:2]1[CH:3]=[CH:4][C:5]([N:24]2[CH:25]=[CH:26][C:22]([CH3:21])=[N:23]2)=[C:6]([C:8](=[O:13])[C:9]([F:12])([F:11])[F:10])[CH:7]=1 |f:1.2.3|. Procedure: 1-(5-bromo-2-fluorophenyl)-2,2,2-trifluoroethanone (2.20 g, 8.12 mmol) from Step 1, K2CO3 (1.68 g, 12.2 mmol), and 3-methyl-1H-pyrazole (1.33 g, 16.2 mmol) were stirred in toluene (10 mL). The reaction was then heated to 110° C. for 16 h. The reaction was cooled, and water and EtOAc were added. The toluene-EtOAc layer is removed in vacuo, and then the reaction is extracted with water and EtOAc, washed with brine, and dried over Na2SO4, filtered, and concentrated in vacuo. Purification by normal ... The reactants are CC1=CC=NC=C1C#N (4-methylnicotinonitrile), 5C, C(C)OCC (diethyl ether), C(C(C)C)[Mg]Br (isobutylmagnesium bromide), C(C)OCC (diethyl ether), Cl (hydrochloric acid). Run at time 2 hour. Yields the product CC(CC(=O)C=1C=NC=CC1C)C (3-methyl-1-(4-methylpyridin-3-yl)butan-1-one). Reaction SMILES: [CH3:1][C:2]1[C:7]([C:8]#N)=[CH:6][N:5]=[CH:4][CH:3]=1.[CH2:10]([Mg]Br)[CH:11]([CH3:13])[CH3:12].Cl.C([O:19]CC)C>>[CH3:10][CH:11]([CH3:13])[CH2:12][C:8]([C:7]1[CH:6]=[N:5][CH:4]=[CH:3][C:2]=1[CH3:1])=[O:19]. Procedure details: A solution of 4-methylnicotinonitrile (5.00 g) in diethyl ether (75 ml) was cooled to 5C and a solution (ca. 0.8 M, 78 ml) of isobutylmagnesium bromide in diethyl ether was gradually added thereto. The mixture was heated under reflux for 24 hrs. and added to 1N hydrochloric acid (400 ml). The mixture was stirred at room temperature for 2 hrs. The reaction mixture was neutralized, and extracted with ethyl acetate. The organic layer was dried and concentrated, and the residue was subjected to sili... Reactants: O1CCN(CC1)CC#N (2-morpholinoacetonitrile), [OH-].[K+] (KOH), NC1=C(C=C(C=C1)C1=C(C=CC=C1C)N(C(CC(C)(C)C)=O)C)C=O (N-(4′-amino-3′-formyl-6-methylbiphenyl-2-yl)-N,3,3-trimethylbutanamide). The solvent is CS(=O)C (DMSO), CS(=O)C (DMSO), O (water), [Cl-].[NH4+] (ammonium chloride). Run at temperature 80 celsius. Yields the product NC1=NC2=CC=C(C=C2C=C1N1CCOCC1)C1=C(C=CC=C1C)N(C(CC(C)(C)C)=O)C (N-(2-(2-amino-3-morpholinoquinolin-6-yl)-3-methylphenyl)-N,3,3-trimethylbutanamide). Reaction SMILES: [O:1]1[CH2:6][CH2:5][N:4]([CH2:7][C:8]#[N:9])[CH2:3][CH2:2]1.[OH-].[K+].[NH2:12][C:13]1[CH:18]=[CH:17][C:16]([C:19]2[C:24]([CH3:25])=[CH:23][CH:22]=[CH:21][C:20]=2[N:26]([CH3:34])[C:27](=[O:33])[CH2:28][C:29]([CH3:32])([CH3:31])[CH3:30])=[CH:15][C:14]=1[CH:35]=O>CS(C)=O.O.[Cl-].[NH4+]>[NH2:9][C:8]1[C:7]([N:4]2[CH2:5][CH2:6][O:1][CH2:2][CH2:3]2)=[CH:35][C:14]2[C:13](=[CH:18][CH:17]=[C:16]([C:19]3[C:24]([CH3:25])=[CH:23][CH:22]=[CH:21][C:20]=3[N:26]([CH3:34])[C:27](=[O:33])[CH2:28][C:29]([CH3:30])([CH3:32])[CH3:31])[CH:15]=2)[N:12]=1 |f:1.2,6.7|. Reported procedure: A solution of 2-morpholinoacetonitrile (37.7 mg, 0.299 mmol) in DMSO (0.5 mL) was treated with concentrated aqueous KOH (11M; 8.08 μL, 0.095 mmol). The reaction mixture was heated to 80° C. and a solution of N-(4′-amino-3′-formyl-6-methylbiphenyl-2-yl)-N,3,3-trimethylbutanamide (64 mg, 0.189 mmol) in DMSO (1 mL) was added dropwise. After 10 min the reaction mixture was diluted with water and aqueous saturated ammonium chloride solution. The aqueous mixture was extracted with DCM. The organic pha... Starting materials: BrCCCC(=O)C1=CC=CC=C1 (4-bromobutyrophenone), [H][H] (hydrogen). The reagents and catalysts are [Pd] (Pd-C). The solvent is CO (methanol). Product: BrCCCCC1=CC=CC=C1 (1-bromo-4-phenylbutane), BrCCCC(=O)C1=CC=CC=C1 (4-bromobutyrophenone). As a reaction SMILES: [Br:1][CH2:2][CH2:3][CH2:4][C:5]([C:7]1[CH:12]=[CH:11][CH:10]=[CH:9][CH:8]=1)=[O:6].[H][H]>CO.[Pd]>[Br:1][CH2:2][CH2:3][CH2:4][CH2:5][C:7]1[CH:12]=[CH:11][CH:10]=[CH:9][CH:8]=1.[Br:1][CH2:2][CH2:3][CH2:4][C:5]([C:7]1[CH:12]=[CH:11][CH:10]=[CH:9][CH:8]=1)=[O:6]. Reported procedure: In this Example, 0.45 g of the 4-bromobutyrophenone (purity: 94%, 1.86 mmol) obtained in Example 1 was dissolved in 2.2 g of methanol, and 0.14 g of 5% Pd-C (50% wet) was added, followed by stirring the mixture in a hydrogen atmosphere at 20° C. for four hours. The catalyst was filtered off and the solvent was removed by distillation under reduced pressure to give 1-bromo-4-phenylbutane in a 98.2% yield from 4-bromobutyrophenone. Starting materials: ClC(=C(C)C)N(C)C (1-chloro-N,N,2-trimethyl-prop-1-en-1-amine), C(C#CC)(=O)O (but-2-ynoic acid), FC(CN1N=CC(=C1)NC1(COCC1)C#N)(F)F (3-[[1-(2,2,2-trifluoroethyl)pyrazol-4-yl]amino]tetrahydrofuran-3-carbonitrile), FC(CN1N=CC(=C1)NC1(COCC1)C#N)(F)F (3-[[1-(2,2,2-trifluoroethyl)pyrazol-4-yl]amino]tetrahydrofuran-3-carbonitrile), CCN(C(C)C)C(C)C (DIEA), ice water. Run in C(Cl)Cl (DCM), C(Cl)Cl (DCM). Reaction conditions: temperature -78 celsius, time 40 minute. The product is C(#N)C1(COCC1)N(C(C=C=C)=O)C=1C=NN(C1)CC(F)(F)F (N-(3-cyanotetrahydrofuran-3-yl)-N-[1-(2,2,2-trifluoroethyl)pyrazol-4-yl]buta-2,3-dienamide). Yield: 68.6%. RXN SMILES: [C:1]([OH:6])(=O)[C:2]#[C:3][CH3:4].ClC(N(C)C)=C(C)C.[F:15][C:16]([F:32])([F:31])[CH2:17][N:18]1[CH:22]=[C:21]([NH:23][C:24]2([C:29]#[N:30])[CH2:28][CH2:27][O:26][CH2:25]2)[CH:20]=[N:19]1.CCN(C(C)C)C(C)C>C(Cl)Cl>[C:29]([C:24]1([N:23]([C:21]2[CH:20]=[N:19][N:18]([CH2:17][C:16]([F:31])([F:15])[F:32])[CH:22]=2)[C:1](=[O:6])[CH:2]=[C:3]=[CH2:4])[CH2:28][CH2:27][O:26][CH2:25]1)#[N:30]. Reported procedure: As shown in step 24-ii of Scheme 24, to a solution of but-2-ynoic acid (833.6 mg, 9.915 mmol) in DCM (12 mL) at 0° C. was added 1-chloro-N,N,2-trimethyl-prop-1-en-1-amine (1.325 g, 1.312 mL, 9.915 mmol). After stirring for 40 minutes, the reaction mixture was cooled to −78° C. and a solution of 3-[[1-(2,2,2-trifluoroethyl)pyrazol-4-yl]amino]tetrahydrofuran-3-carbonitrile (Compound 2075, 1.72 g, 6.610 mmol) and DIEA (2.563 g, 3.454 mL, 19.83 mmol) in DCM (12 mL) was added. The reaction mixture wa...